Dataset: the Open Reaction Database (ORD), a public repository of structured organic reaction records. Task: describe an organic reaction: reactants, conditions, products, and yield Reactants: Cl.CO (Hydrochloric acid methanol), C(C)C(COC=1C=CC=2N(N1)C=CN2)(CS(N)(=O)=O)CC (6-[(2,2-diethyl-3-sulfamoyl-propyl) oxy]imidazo[1,2-b]pyridazine). The solvent is CO (methanol). The product is Cl.C(C)C(COC=1C=CC=2N(N1)C=CN2)(CS(N)(=O)=O)CC (6-[(2,2-diethyl-3-sulfamoylpropyl)oxy]imidazo[1,2-b]pyridazine hydrochloride). RXN SMILES: [ClH:1].CO.[CH2:4]([C:6]([CH2:23][CH3:24])([CH2:18][S:19](=[O:22])(=[O:21])[NH2:20])[CH2:7][O:8][C:9]1[CH:10]=[CH:11][C:12]2[N:13]([CH:15]=[CH:16][N:17]=2)[N:14]=1)[CH3:5]>CO>[ClH:1].[CH2:23]([C:6]([CH2:4][CH3:5])([CH2:18][S:19](=[O:22])(=[O:21])[NH2:20])[CH2:7][O:8][C:9]1[CH:10]=[CH:11][C:12]2[N:13]([CH:15]=[CH:16][N:17]=2)[N:14]=1)[CH3:24] |f:0.1,4.5|. Procedure details: 30% Hydrochloric acid-methanol solution (10 ml) was added to a solution of 6-[(2,2-diethyl-3-sulfamoyl-propyl) oxy]imidazo[1,2-b]pyridazine (3.0 g) in methanol (70 ml). The mixture was concentrated under reduced pressure to dryness. The residue was recrystallized from ethanol to obtain the above-identified compound (3.1 g). Reactants: CC1(C2=C(C(C=3C=4C=CC(=NC4NC13)C#N)=O)C=CC(=C2)N2CCNCC2)C (10,10-dimethyl-5-oxo-8-piperazin-1-yl-10,11-dihydro-5H-1,11-diaza-benzo[b]fluorene-2-carbonitrile), C1(CCC1)=O (cyclobutanone). Product: C1(CCC1)N1CCN(CC1)C=1C=CC2=C(C(C=3NC=4N=C(C=CC4C3C2=O)C#N)(C)C)C1 (8-(4-Cyclobutyl-piperazin-1-yl)-10,10-dimethyl-5-oxo-10,11-dihydro-5H-1,11-diaza-benzo[b]fluorene-2-carbonitrile). RXN SMILES: [CH3:1][C:2]1([CH3:28])[C:14]2[NH:13][C:12]3[N:11]=[C:10]([C:15]#[N:16])[CH:9]=[CH:8][C:7]=3[C:6]=2[C:5](=[O:17])[C:4]2[CH:18]=[CH:19][C:20]([N:22]3[CH2:27][CH2:26][NH:25][CH2:24][CH2:23]3)=[CH:21][C:3]1=2.[C:29]1(=O)[CH2:32][CH2:31][CH2:30]1>>[CH:29]1([N:25]2[CH2:24][CH2:23][N:22]([C:20]3[CH:19]=[CH:18][C:4]4[C:5](=[O:17])[C:6]5[C:7]6[CH:8]=[CH:9][C:10]([C:15]#[N:16])=[N:11][C:12]=6[NH:13][C:14]=5[C:2]([CH3:28])([CH3:1])[C:3]=4[CH:21]=3)[CH2:27][CH2:26]2)[CH2:32][CH2:31][CH2:30]1. Reported procedure: According to the method used for synthesizing Compound B3-32, 10,10-dimethyl-5-oxo-8-piperazin-1-yl-10,11-dihydro-5H-1,11-diaza-benzo[b]fluorene-2-carbonitrile was subjected to reductive amination with cyclobutanone to obtain the title compound.